Dataset: the Open Reaction Database (ORD), a public repository of structured organic reaction records. Task: describe an organic reaction: reactants, conditions, products, and yield Reaction SMILES: [C:1]([O:2][C:3](=[O:4])[NH:7][CH:8]([CH:9]([CH3:10])[CH3:11])[C:12]([N:13]([CH2:14][CH2:15][N:16]([CH3:17])[CH3:18])[CH2:19][c:20]1[cH:21][cH:22][cH:23][cH:24][cH:25]1)=[O:26])([CH3:5])([CH3:6])[CH3:27].[Cl:28][CH2:29][Cl:30].[F:31][C:32]([F:33])([F:34])[C:35]([OH:36])=[O:37]>>[NH2:7][CH:8]([CH:9]([CH3:10])[CH3:11])[C:12]([N:13]([CH2:14][CH2:15][N:16]([CH3:17])[CH3:18])[CH2:19][c:20]1[cH:21][cH:22][cH:23][cH:24][cH:25]1)=[O:26]. Yields the product CC(C)C(N)C(=O)N(CCN(C)C)Cc1ccccc1. Starting materials: CC(C)C(NC(=O)OC(C)(C)C)C(=O)N(CCN(C)C)Cc1ccccc1, ClCCl, O=C(O)C(F)(F)F. Reactants: CCOP(=O)(CP(=O)(OCC)OCC)OCC, CN(C)C=O, CCOC(=O)C=Cc1nc(COc2ccc(COc3nn(-c4ccccc4)cc3C=O)cc2OC)c(C)o1, [H-], [Na+], O. Product: CCOC(=O)C=Cc1nc(COc2ccc(COc3nn(-c4ccccc4)cc3C=CP(=O)(OCC)OCC)cc2OC)c(C)o1. As a reaction SMILES: [CH2:39]([P:40](=[O:41])([O:42][CH2:43][CH3:44])[O:45][CH2:46][CH3:47])[P:48]([O:49][CH2:50][CH3:51])([O:52][CH2:53][CH3:54])=[O:55].[CH3:56][N:57]([CH3:58])[CH:59]=[O:60].[CH:1](=[O:2])[c:3]1[c:4]([O:14][CH2:15][c:16]2[cH:17][c:18]([O:37][CH3:38])[c:19]([O:20][CH2:21][c:22]3[n:23][c:24]([CH:28]=[CH:29][C:30](=[O:31])[O:32][CH2:33][CH3:34])[o:25][c:26]3[CH3:27])[cH:35][cH:36]2)[n:5][n:6](-[c:8]2[cH:9][cH:10][cH:11][cH:12][cH:13]2)[cH:7]1.[H-:61].[Na+:62].[OH2:63]>>[CH:1]([c:3]1[c:4]([O:14][CH2:15][c:16]2[cH:17][c:18]([O:37][CH3:38])[c:19]([O:20][CH2:21][c:22]3[n:23][c:24]([CH:28]=[CH:29][C:30](=[O:31])[O:32][CH2:33][CH3:34])[o:25][c:26]3[CH3:27])[cH:35][cH:36]2)[n:5][n:6](-[c:8]2[cH:9][cH:10][cH:11][cH:12][cH:13]2)[cH:7]1)=[CH:39][P:48]([O:49][CH2:50][CH3:51])([O:52][CH2:53][CH3:54])=[O:55].